From a dataset of the Open Reaction Database (ORD), a public repository of structured organic reaction records. describe an organic reaction: reactants, conditions, products, and yield The reactants are ClC1=CC(=NC=2N1N=CC2C2=C(C=C(C=C2C)C)C)C (7-chloro-5-methyl-3-(2,4,6-trimethyl-phenyl)-pyrazolo[1,5-a]pyrimidine), C(CC)NCC (N-propylethylamine), CN1C(CCC1)=O (N-methylpyrrolidinone). Conditions: temperature 135 celsius. Product: CC1=NN2C(N=C(C=C2N(CCC)CC)C)=C1C1=C(C=C(C=C1C)C)C ([2,5-Dimethyl-3-(2,4,6-trimethyl-phenyl)-pyrazolo[1,5-a]pyrimidin-7-yl]-ethyl-propyl-amine). Reaction SMILES: Cl[C:2]1[N:7]2[N:8]=[CH:9][C:10]([C:11]3[C:16]([CH3:17])=[CH:15][C:14]([CH3:18])=[CH:13][C:12]=3[CH3:19])=[C:6]2[N:5]=[C:4]([CH3:20])[CH:3]=1.[CH2:21]([NH:24][CH2:25][CH3:26])[CH2:22][CH3:23].[CH3:27]N1CCCC1=O>>[CH3:27][C:9]1[C:10]([C:11]2[C:16]([CH3:17])=[CH:15][C:14]([CH3:18])=[CH:13][C:12]=2[CH3:19])=[C:6]2[N:5]=[C:4]([CH3:20])[CH:3]=[C:2]([N:24]([CH2:25][CH3:26])[CH2:21][CH2:22][CH3:23])[N:7]2[N:8]=1. Reported procedure: A mixture of 7-chloro-5-methyl-3-(2,4,6-trimethyl-phenyl)-pyrazolo[1,5-a]pyrimidine (200 mg, 0.66 mmol) and N-propylethylamine (2 ml) in 1 ml of N-methylpyrrolidinone was heated at 135° C. oil bath for 4 hours. The mixture was quenched with water and extracted with ethyl acetate. The organic layer was dried and concentrated and purified through silica gel column chromatography using hexane to 10% ethyl acetate in hexane as eluent to give 150 mg of the title compound as a clear green oil. 1H NMR ... Starting materials: [N+](=O)([O-])C1=CC=C(C=C1)C1=CC=C(O1)C(N)=NO (5-(p-Nitrophenyl)-2-furamidoxime). Reagents/catalysts: [Pd] (Pd/C). Solvent: CO (CH3OH). Yields the product NC1=CC=C(C=C1)C1=CC=C(O1)C(N)=NO (5-(p-Aminophenyl)-2-furamidoxime). RXN SMILES: [N+:1]([C:4]1[CH:9]=[CH:8][C:7]([C:10]2[O:14][C:13]([C:15](=[N:17][OH:18])[NH2:16])=[CH:12][CH:11]=2)=[CH:6][CH:5]=1)([O-])=O>[Pd].CO>[NH2:1][C:4]1[CH:9]=[CH:8][C:7]([C:10]2[O:14][C:13]([C:15](=[N:17][OH:18])[NH2:16])=[CH:12][CH:11]=2)=[CH:6][CH:5]=1. Reported procedure: A mixture of 55 g (0.19 mole) of the compound of Example II, 500 ml of CH3OH and one teaspoon of 5% Pd/C (50% H2O) was shaken on the Parr apparatus with the theoretical amount of H2 being absorbed. The catalyst was removed by filtration and the solvent removed on the Calab evaporator leaving a residual solid which was washed in refluxing acetonitrile. The resulting solid was then washed in 1 N NaOH solution and air dried to yield 22 g (52%). An analytical sample was prepared by drying a sample a... Reactants: ClC=1C=C(C=C(C1)Cl)N(C1=NC2=C(N1C)C=CC=C2)CC2=CC=C(C(=O)O)C=C2 (4-{[(3,5-Dichlorophenyl)(1-methyl-1H-benzimidazol-2-yl)amino]methyl}-benzoic acid), O.N1N=NN=C1N (1H-tetraazol-5-amine monohydrate), C=1C=CC2=C(C1)N=NN2O (HOBt), C(CCl)Cl (EDC), CCN(C(C)C)C(C)C (DIEA). The solvent is CN(C)C=O (DMF). Run at temperature 40 celsius. The product is ClC=1C=C(C=C(C1)Cl)N(C1=NC2=C(N1C)C=CC=C2)CC2=CC=C(C(=O)NC1=NN=NN1)C=C2 (4-{[(3,5-Dichlorophenyl)(1-methyl-1H-benzimidazol-2-yl)amino]methyl}-N-(1H-tetraazol-5-yl)benzamide). Reaction SMILES: [Cl:1][C:2]1[CH:3]=[C:4]([N:9]([CH2:20][C:21]2[CH:29]=[CH:28][C:24]([C:25]([OH:27])=O)=[CH:23][CH:22]=2)[C:10]2[N:14]([CH3:15])[C:13]3[CH:16]=[CH:17][CH:18]=[CH:19][C:12]=3[N:11]=2)[CH:5]=[C:6]([Cl:8])[CH:7]=1.O.[NH:31]1[C:35]([NH2:36])=[N:34][N:33]=[N:32]1.C1C=CC2N(O)N=NC=2C=1.C(Cl)CCl.CCN(C(C)C)C(C)C>CN(C=O)C>[Cl:1][C:2]1[CH:3]=[C:4]([N:9]([CH2:20][C:21]2[CH:29]=[CH:28][C:24]([C:25]([NH:36][C:35]3[NH:34][N:33]=[N:32][N:31]=3)=[O:27])=[CH:23][CH:22]=2)[C:10]2[N:14]([CH3:15])[C:13]3[CH:16]=[CH:17][CH:18]=[CH:19][C:12]=3[N:11]=2)[CH:5]=[C:6]([Cl:8])[CH:7]=1 |f:1.2|. Reported procedure: To a solution of the title compound of Example 223 Step C (0.16 mmol, 68 mg), 1H-tetraazol-5-amine monohydrate (0.48 mmol, 49 mg), HOBt (0.32 mmol, 49 mg) and EDC (0.32 mmol, 61 mg) in 1 mL of DMF was added DIEA (0.48 mmol, 83 μL). The reaction mixture was warmed to 40° C. for 2 h, then concentrated under reduced pressure. The residue was purified by reverse-phase chromatography (Condition B). The product was lyophilized, affording a white solid. 1H NMR (500 MHz, d6-DMSO) δ 12.38 (s, 1H), 8.07 (... Starting materials: OC1=C2CCNCC2=CC=C1 (5-hydroxy-1,2,3,4-tetrahydroisoquinoline), COC(C(F)(F)F)=O (methyltrifluoroacetate), CN(C)C=O (DMF). The solvent is ClCCl (dichloromethane). Yields the product OC1=C2CCN(CC2=CC=C1)C(C(F)(F)F)=O (5-Hydroxy-2-trifluoroacetyl-1,2,3,4-tetrahydroisoquinoline). RXN SMILES: [OH:1][C:2]1[CH:11]=[CH:10][CH:9]=[C:8]2[C:3]=1[CH2:4][CH2:5][NH:6][CH2:7]2.C[O:13][C:14](=O)[C:15]([F:18])([F:17])[F:16].CN(C=O)C>ClCCl>[OH:1][C:2]1[CH:11]=[CH:10][CH:9]=[C:8]2[C:3]=1[CH2:4][CH2:5][N:6]([C:14](=[O:13])[C:15]([F:18])([F:17])[F:16])[CH2:7]2. Procedure: 2.35 g (15.9 mmol) 5-hydroxy-1,2,3,4-tetrahydroisoquinoline, 1.92 mL (19.0 mmol) methyltrifluoroacetate and 15 mL DMF were mixed and stirred for over night at room temperature. The reaction mixture was diluted with dichloromethane, washed with water containing one drop of dil. hydrochloric acid and with aqueous sodium chloride. After drying over Na2SO4 and evaporation to dryness, the product was purified by silicagel chromatography (system C). Yield quantitative. 1H NMR (CDCl3, 400 MHz): 8.15 (1... Starting materials: O=C([O-])O, CCN(C(C)C)C(C)C, O=C(CCN1CCC(OC(=O)Nc2ccccc2-c2ccccc2)CC1)NCc1cccc(C(=O)Cl)c1, ClCCl, [Na+], Nc1ccc(C2OCCO2)cc1. Yields the product O=C(CCN1CCC(OC(=O)Nc2ccccc2-c2ccccc2)CC1)NCc1cccc(C(=O)Nc2ccc(C3OCCO3)cc2)c1. RXN SMILES: [C:59](=[O:60])([OH:61])[O-:62].[CH:13]([N:14]([CH2:15][CH3:16])[CH:17]([CH3:18])[CH3:19])([CH3:20])[CH3:21].[Cl:22][C:23](=[O:24])[c:25]1[cH:26][c:27]([CH2:31][NH:32][C:33](=[O:34])[CH2:35][CH2:36][N:37]2[CH2:38][CH2:39][CH:40]([O:43][C:44]([NH:45][c:46]3[c:47](-[c:52]4[cH:53][cH:54][cH:55][cH:56][cH:57]4)[cH:48][cH:49][cH:50][cH:51]3)=[O:58])[CH2:41][CH2:42]2)[cH:28][cH:29][cH:30]1.[Cl:64][CH2:65][Cl:66].[Na+:63].[O:1]1[CH:2]([c:6]2[cH:7][cH:8][c:9]([NH2:12])[cH:10][cH:11]2)[O:3][CH2:4][CH2:5]1>>[O:1]1[CH:2]([c:6]2[cH:7][cH:8][c:9]([NH:12][C:23](=[O:24])[c:25]3[cH:26][c:27]([CH2:31][NH:32][C:33](=[O:34])[CH2:35][CH2:36][N:37]4[CH2:38][CH2:39][CH:40]([O:43][C:44]([NH:45][c:46]5[c:47](-[c:52]6[cH:53][cH:54][cH:55][cH:56][cH:57]6)[cH:48][cH:49][cH:50][cH:51]5)=[O:58])[CH2:41][CH2:42]4)[cH:28][cH:29][cH:30]3)[cH:10][cH:11]2)[O:3][CH2:4][CH2:5]1. The reactants are C(C)C1(C(=O)OC(C1)=O)CC (2,2-diethylsuccinic acid anhydride), COC1=CC=C2C=CC(=NC2=C1)COC=1C=C(N)C=CC1 (3-(7-methoxy-2-quinolinylmethoxy)aniline). Product: COC1=CC=C2C=CC(=NC2=C1)COC=1C=C(C=CC1)NC(CC(C(=O)O)(CC)CC)=O (4-[3-(7-methoxy-2-quinolinylmethoxy)phenylamino]-2,2-diethyl-4-oxobutanoic acid). Reaction SMILES: [CH2:1]([C:3]1([CH2:10][CH3:11])[CH2:8][C:7](=[O:9])[O:6][C:4]1=[O:5])[CH3:2].[CH3:12][O:13][C:14]1[CH:23]=[C:22]2[C:17]([CH:18]=[CH:19][C:20]([CH2:24][O:25][C:26]3[CH:27]=[C:28]([CH:30]=[CH:31][CH:32]=3)[NH2:29])=[N:21]2)=[CH:16][CH:15]=1>>[CH3:12][O:13][C:14]1[CH:23]=[C:22]2[C:17]([CH:18]=[CH:19][C:20]([CH2:24][O:25][C:26]3[CH:27]=[C:28]([NH:29][C:7](=[O:9])[CH2:8][C:3]([CH2:10][CH3:11])([CH2:1][CH3:2])[C:4]([OH:6])=[O:5])[CH:30]=[CH:31][CH:32]=3)=[N:21]2)=[CH:16][CH:15]=1. Reported procedure: The title compound is prepared analogously to the compound described in Example 20 from 2,2-diethylsuccinic acid anhydride and 3-(7-methoxy-2-quinolinylmethoxy)aniline; colourless crystals of m.p. 163°-164°.